This data is from the Open Reaction Database (ORD), a public repository of structured organic reaction records. The task is: describe an organic reaction: reactants, conditions, products, and yield The reactants are CN(C)CC1=C2C=CN(C2=CC(=C1O)OC)S(=O)(=O)C1=CC=CC=C1 (4-[(Dimethylamino)methyl]-6-methoxy-1-(phenylsulfonyl)-1H-indol-5-ol), CN(C)C(OC)OC (DMF-DMA). Solvent: CN(C)C=O (DMF). Product: COC=1C(=C2C=CN(C2=CC1OC)S(=O)(=O)C1=CC=CC=C1)CN(C)C (1-[5,6-Dimethoxy-1-(phenylsulfonyl)-1H-indol-4-yl]-N,N-dimethylmethanamine). As a reaction SMILES: [CH3:1][N:2]([CH2:4][C:5]1[C:13]([OH:14])=[C:12]([O:15][CH3:16])[CH:11]=[C:10]2[C:6]=1[CH:7]=[CH:8][N:9]2[S:17]([C:20]1[CH:25]=[CH:24][CH:23]=[CH:22][CH:21]=1)(=[O:19])=[O:18])[CH3:3].[CH3:26]N(C(OC)OC)C>CN(C=O)C>[CH3:26][O:14][C:13]1[C:5]([CH2:4][N:2]([CH3:3])[CH3:1])=[C:6]2[C:10](=[CH:11][C:12]=1[O:15][CH3:16])[N:9]([S:17]([C:20]1[CH:25]=[CH:24][CH:23]=[CH:22][CH:21]=1)(=[O:18])=[O:19])[CH:8]=[CH:7]2. Reported procedure: 4-[(Dimethylamino)methyl]-6-methoxy-1-(phenylsulfonyl)-1H-indol-5-ol (60 mg, 0.166 mmol; Example 184) was dissolved in DMF (2 ml) and DMF-DMA (300 μl) was added. The mixture was heated in microwave oven at 180 oC for 180 s. Solvent was evaporated and the residue purified on Gilson HPLC using 30-60% MeCN in 50 nM ammonium hydrogencarbonate buffer as eluent. Yield: 13.2 mg (21%); brown oil. MS (ESI+) for C19H22N2O4S m/z 375 (M+H)+.